Dataset: the Open Reaction Database (ORD), a public repository of structured organic reaction records. Task: describe an organic reaction: reactants, conditions, products, and yield The reactants are CC1=NCCN1 (lysidine), CC1=C(C(=CC=C1)C)NC(=O)CCl (2-chloro-2',6'-acetoxylidide). Solvent: [N+](=O)([O-])C (nitromethane). Reaction conditions: time 17 hour. The product is CC=1N(CCN1)CC(NC1=C(C=CC=C1C)C)=O (2-Methyl-1-[(2,6-dimethylphenyl)carbamoylmethyl]-2-imidazoline). As a reaction SMILES: [CH3:1][C:2]1[CH:7]=[CH:6][CH:5]=[C:4]([CH3:8])[C:3]=1[NH:9][C:10]([CH2:12]Cl)=[O:11].[CH3:14][C:15]1[NH:19][CH2:18][CH2:17][N:16]=1>[N+](C)([O-])=O>[CH3:14][C:15]1[N:19]([CH2:12][C:10](=[O:11])[NH:9][C:3]2[C:2]([CH3:1])=[CH:7][CH:6]=[CH:5][C:4]=2[CH3:8])[CH2:18][CH2:17][N:16]=1. Reported procedure: To a solution of 10.0 gm. (0.05 M) of 2-chloro-2',6'-acetoxylidide in 100 ml. of nitromethane add 21.35 gm (0.254 M) of lysidine. Stir the solution at room temperature for about 17 hours. Follow the progress of the reaction by thin layer chromatography on silica gel (acetonitrile: ammonium hydroxide: methanol, 85:10:5). At the completion of the reaction, remove the solvent in vacuo, to the residue add 150 ml. of water, adjust the pH to about 7.0 with conc. hydrochloric acid. Extract the resultan... Starting materials: Cc1cc(O[Si](C(C)C)(C(C)C)C(C)C)cc(C)c1C(O)c1ccc(OCc2ccccc2)c(S(=O)(=O)c2ccc(F)cc2)c1, CC[SiH](CC)CC, [Cl-], C[Si](C)(C)OS(=O)(=O)C(F)(F)F, [NH4+], C1CCOC1. Product: Cc1cc(O[Si](C(C)C)(C(C)C)C(C)C)cc(C)c1Cc1ccc(OCc2ccccc2)c(S(=O)(=O)c2ccc(F)cc2)c1. As a reaction SMILES: [CH2:1]([c:2]1[cH:3][cH:4][cH:5][cH:6][cH:7]1)[O:8][c:9]1[c:10]([S:36](=[O:37])(=[O:38])[c:39]2[cH:40][cH:41][c:42]([F:45])[cH:43][cH:44]2)[cH:11][c:12]([CH:15]([OH:16])[c:17]2[c:18]([CH3:35])[cH:19][c:20]([O:24][Si:25]([CH:26]([CH3:27])[CH3:28])([CH:29]([CH3:30])[CH3:31])[CH:32]([CH3:33])[CH3:34])[cH:21][c:22]2[CH3:23])[cH:13][cH:14]1.[CH2:46]([SiH:47]([CH2:48][CH3:49])[CH2:50][CH3:51])[CH3:52].[Cl-:65].[F:53][C:54]([F:55])([F:56])[S:57]([O:58][Si:59]([CH3:60])([CH3:61])[CH3:62])(=[O:63])=[O:64].[NH4+:66].[O:67]1[CH2:68][CH2:69][CH2:70][CH2:71]1>>[CH2:1]([c:2]1[cH:3][cH:4][cH:5][cH:6][cH:7]1)[O:8][c:9]1[c:10]([S:36](=[O:37])(=[O:38])[c:39]2[cH:40][cH:41][c:42]([F:45])[cH:43][cH:44]2)[cH:11][c:12]([CH2:15][c:17]2[c:18]([CH3:35])[cH:19][c:20]([O:24][Si:25]([CH:26]([CH3:27])[CH3:28])([CH:29]([CH3:30])[CH3:31])[CH:32]([CH3:33])[CH3:34])[cH:21][c:22]2[CH3:23])[cH:13][cH:14]1.